This data is from the Open Reaction Database (ORD), a public repository of structured organic reaction records. The task is: describe an organic reaction: reactants, conditions, products, and yield Starting materials: C(C1=CC=CC=C1)N1N=C(C=C1C1=CC(=C(C(=C1)OC)OC)OC)CCl (1-Benzyl-3-chloromethyl-5-(3,4,5-trimethoxy-phenyl)pyrazole), N1CCNCC1 (piperazine). The product is C(C1=CC=CC=C1)N1N=C(C=C1C1=CC(=C(C(=C1)OC)OC)OC)CN1CCN(CC1)CC1=NN(C(=C1)C1=CC(=C(C(=C1)OC)OC)OC)CC1=CC=CC=C1 (N,N′-bis[[1-Benzyl-5-(3,4,5-trimethoxy-phenyl)pyrazol-3-yl]methyl]piperazine). As a reaction SMILES: [CH2:1]([N:8]1[C:12]([C:13]2[CH:18]=[C:17]([O:19][CH3:20])[C:16]([O:21][CH3:22])=[C:15]([O:23][CH3:24])[CH:14]=2)=[CH:11][C:10]([CH2:25]Cl)=[N:9]1)[C:2]1[CH:7]=[CH:6][CH:5]=[CH:4][CH:3]=1.[NH:27]1[CH2:32][CH2:31][NH:30][CH2:29][CH2:28]1>>[CH2:1]([N:8]1[C:12]([C:13]2[CH:18]=[C:17]([O:19][CH3:20])[C:16]([O:21][CH3:22])=[C:15]([O:23][CH3:24])[CH:14]=2)=[CH:11][C:10]([CH2:25][N:27]2[CH2:32][CH2:31][N:30]([CH2:25][C:10]3[CH:11]=[C:12]([C:13]4[CH:18]=[C:17]([O:19][CH3:20])[C:16]([O:21][CH3:22])=[C:15]([O:23][CH3:24])[CH:14]=4)[N:8]([CH2:1][C:2]4[CH:7]=[CH:6][CH:5]=[CH:4][CH:3]=4)[N:9]=3)[CH2:29][CH2:28]2)=[N:9]1)[C:2]1[CH:7]=[CH:6][CH:5]=[CH:4][CH:3]=1. Procedure details: 1-Benzyl-3-chloromethyl-5-(3,4,5-trimethoxy-phenyl)pyrazole (559 mg) and piperazine (59 mg) were reacted in the same manner in Example 1 to obtain the title compound as a free base. The solvent is ClCCl (dichloromethane), ClCCl (dichloromethane). Procedure: Bromotrimethylsilane (0.31 g) in dichloromethane (3 ml) was added to a cooled (0°) stirred mixture of (R and S)-1-acetoxyethyl (6R,7R)-3-dimethoxyphosphorylcarbamoyloxymethyl-7-[Z-2-(fur-2-yl)-2-methoxyiminoacetamido]ceph-3-em-4-carboxylate (0.62 g) and trimethylsilylurethane (0.16 g) in dry dichloromethane (12 ml) in a nitrogen atmosphere. After 2.5 hours the reaction mixture was evaporated in vacuo to a foam. This foam was dissolved in ethyl acetate (30 ml) although a slight precipitate remain... The product is C(C)(C)OC(C)C (di-isopropyl ether), P(=O)(O)(O)NC(=O)OCC=1CS[C@H]2N(C1C(=O)OC(C)OC(C)=O)C([C@H]2NC(\C(=N/OC)\C=2OC=CC2)=O)=O (1-Acetoxyethyl (6R,7R) 3-phosphonocarbamoyloxymethyl-7-[Z-2-(fur-2-yl)-2-methoxyiminoacetamido]ceph-3-em-4-carboxylate). Reactants: Br[Si](C)(C)C (Bromotrimethylsilane), COP(=O)(OC)NC(=O)OCC=1CS[C@H]2N(C1C(=O)OC(C)OC(C)=O)C([C@H]2NC(\C(=N/OC)\C=2OC=CC2)=O)=O (1-acetoxyethyl (6R,7R)-3-dimethoxyphosphorylcarbamoyloxymethyl-7-[Z-2-(fur-2-yl)-2-methoxyiminoacetamido]ceph-3-em-4-carboxylate), C[Si](C)(C)NC(=O)OCC (trimethylsilylurethane). Reaction SMILES: Br[Si](C)(C)C.C[O:7][P:8]([NH:12][C:13]([O:15][CH2:16][C:17]1[CH2:18][S:19][C@@H:20]2[C@H:33]([NH:34][C:35](=[O:45])/[C:36](/[C:40]3[O:41][CH:42]=[CH:43][CH:44]=3)=[N:37]\[O:38][CH3:39])[C:32](=[O:46])[N:21]2[C:22]=1[C:23]([O:25][CH:26]([O:28][C:29](=[O:31])[CH3:30])[CH3:27])=[O:24])=[O:14])([O:10]C)=[O:9].[CH3:47][Si](NC(OCC)=O)(C)C>ClCCl>[CH:42]([O:41][CH:40]([CH3:36])[CH3:44])([CH3:43])[CH3:47].[P:8]([NH:12][C:13]([O:15][CH2:16][C:17]1[CH2:18][S:19][C@@H:20]2[C@H:33]([NH:34][C:35](=[O:45])/[C:36](/[C:40]3[O:41][CH:42]=[CH:43][CH:44]=3)=[N:37]\[O:38][CH3:39])[C:32](=[O:46])[N:21]2[C:22]=1[C:23]([O:25][CH:26]([O:28][C:29](=[O:31])[CH3:30])[CH3:27])=[O:24])=[O:14])([OH:9])([OH:10])=[O:7]. Yield: 133.8%.